Dataset: the Open Reaction Database (ORD), a public repository of structured organic reaction records. Task: describe an organic reaction: reactants, conditions, products, and yield The reactants are BrC1=CC2=CC=CC=C2C(=C1)C(C)(C)C (2-bromo-4-tert-butyl naphthalene), N1CC(CC1)CCS(=O)(=O)N (1-pyrrolidin-3-ylmethyl methansulfonamide), C(C)(C)(C)OC(NC[C@@H]1CNCC1)=O ((S)-1-pyrrolidin-3-ylmethyl-carbamic acid tert-butyl ester), C(=O)C=C (acrolein), BrBr (bromine), BrC1=NC2=CC=CC=C2C=C1 (bromoquinoline), N1=C(C=CC=C1)OC (methyl pyridinyl ether). The product is C(C)(C)(C)C=1C=C2C=C(C=NC2=C(C1)Br)Br (6-tert-butyl-3,8-dibromoquinoline). Reaction SMILES: [Br:1][C:2]1[CH:11]=[C:10]([C:12]([CH3:15])([CH3:14])[CH3:13])C2C(=CC=CC=2)C=1.C(C=C)=O.BrBr.[NH:22]1[CH2:26][CH2:25][CH:24]([CH2:27][CH2:28]S(N)(=O)=O)[CH2:23]1.C(OC(=O)NC[C@H]1CCNC1)(C)(C)C.[Br:47]C1C=CC2C(=CC=CC=2)N=1.N1C=CC=CC=1OC>>[C:12]([C:10]1[CH:28]=[C:27]2[C:23](=[C:2]([Br:1])[CH:11]=1)[N:22]=[CH:26][C:25]([Br:47])=[CH:24]2)([CH3:15])([CH3:14])[CH3:13]. Procedure details: 6-tert-butyl-3,8-dibromoquinoline (180) is prepared from 2-bromo-4-tert-butyl naphthalene using acrolein and bromine in accord with the procedure in step 2 of example 7. Introduction of 1-pyrrolidin-3-ylmethyl methansulfonamide moiety can be carried out with (S)-1-pyrrolidin-3-ylmethyl-carbamic acid tert-butyl ester in accord with the procedures in steps 1 to 3 of example 19. Introduction of the pyridine ring is carried out by a Suzuki condensation of the bromoquinoline intermediate with 115 in ... Reactants: CC1(CCC(C2=CC=3CCCC3C=C21)(C)C)C (5,5,8,8-tetramethyl-5,6,7,8-tetrahydrobenz(f)indane), [Cr](=O)(=O)([O-])[O-] (chromate). The solvent is C(C)(=O)O (acetic acid). Reaction conditions: temperature 70 celsius. The product is CC1(CCC(C2=CC=3CC(CC3C=C21)=O)(C)C)C (5,5,8,8-Tetramethyl-5,6,7,8-tetrahydrobenz(f)indan-2-one). Yield: 94.2%. As a reaction SMILES: [CH3:1][C:2]1([CH3:17])[C:14]2[C:6](=[CH:7][C:8]3[CH2:9][CH2:10][CH2:11][C:12]=3[CH:13]=2)[C:5]([CH3:16])([CH3:15])[CH2:4][CH2:3]1.[Cr]([O-])([O-])(=O)=[O:19]>C(O)(=O)C>[CH3:15][C:5]1([CH3:16])[C:6]2[C:14](=[CH:13][C:12]3[CH2:11][C:10](=[O:19])[CH2:9][C:8]=3[CH:7]=2)[C:2]([CH3:17])([CH3:1])[CH2:3][CH2:4]1. Reported procedure: A round bottom flask fit with a mechanical stirrer, condenser, thermometer, addition funnel, and nitrogen inlet was charged with 5,5,8,8-tetramethyl-5,6,7,8-tetrahydrobenz(f)indane (43.0 g, 0.0.19 mol) and 84 mL glacial acetic acid and heated to 70° C. While stirring chromate (56.7 g, 0.57 mol, Aldrich) was added slowly maintaining the temperature at about 110° C. After complete addition (30 minutes) the reaction was allowed to cool to room temperature for an additional 2½ hours. The reaction wa...